Dataset: the Open Reaction Database (ORD), a public repository of structured organic reaction records. Task: describe an organic reaction: reactants, conditions, products, and yield Reactants: Cl (hydrochloric acid), [Cl-].[Cl-].[Cl-].[Al+3] (aluminum trichloride), ClC(=O)CCCC(=O)OC (methyl 4-(chloroformyl)butyrate), ClC1=CC=CC=C1 (Chlorobenzene). Run in ClCCCl (1,2-dichloroethane). Conditions: time 8 hour. Yields the product ClC1=CC=C(C(=O)CCCC(=O)OC)C=C1 (Methyl 4-(4-chlorobenzoyl)butyrate). Yield: 82.2%. As a reaction SMILES: [Cl:1][C:2]1[CH:7]=[CH:6][CH:5]=[CH:4][CH:3]=1.[Cl-].[Cl-].[Cl-].[Al+3].Cl[C:13]([CH2:15][CH2:16][CH2:17][C:18]([O:20][CH3:21])=[O:19])=[O:14].Cl>ClCCCl>[Cl:1][C:2]1[CH:7]=[CH:6][C:5]([C:13]([CH2:15][CH2:16][CH2:17][C:18]([O:20][CH3:21])=[O:19])=[O:14])=[CH:4][CH:3]=1 |f:1.2.3.4|. Procedure details: Chlorobenzene (8.13 ml, 79.9 mmol) was dissolved in 100 ml of 1,2-dichloroethane, and 21.3 g (160 mmol) of aluminum trichloride and 12.15 ml (87.9 mmol) of methyl 4-(chloroformyl)butyrate were added thereto, followed by stirring the mixture at room temperature overnight. The reaction solution was poured into hydrochloric acid, and extracted with chloroform. The organic layer was dried over anhydrous magnesium sulfate, and the solvent was then distilled off under reduced pressure. The resulting r... Reactants: CCOc1ccc([N+](=O)[O-])cc1OC, CCO, CCOC(C)=O. The product is CCOc1ccc(N)cc1OC. As a reaction SMILES: [CH2:1]([CH3:2])[O:3][c:4]1[c:5]([O:13][CH3:14])[cH:6][c:7]([N+:10]([O-:11])=[O:12])[cH:8][cH:9]1.[CH3:15][CH2:16][OH:17].[CH3:18][CH2:19][O:20][C:21]([CH3:22])=[O:23]>>[CH2:1]([CH3:2])[O:3][c:4]1[c:5]([O:13][CH3:14])[cH:6][c:7]([NH2:10])[cH:8][cH:9]1. Starting materials: 4-bromobutyryl chloride chloride, ice water, COC=1C=C(C=CC1)C=1C=C(NN1)N (5-(3-methoxy-phenyl)-2H-pyrazol-3-ylamine), C(C)(C)N(CC)C(C)C (diisopropylethylamine), BrCCCC(=O)NC1=NNC(=C1)C1=CC(=CC=C1)OC (4-bromo-N-[5-(3-methoxy-phenyl)-1H-pyrazol-3-yl]-butyramide), N1CCOCC1 (morpholine). The solvent is CC(=O)N(C)C (DMA), C(Cl)Cl (DCM), CC(=O)N(C)C (DMA). Reaction conditions: temperature 60 celsius. Product: COC=1C=C(C=CC1)C1=CC(=NN1)NC(CCCN1CCOCC1)=O (N-[5-(3-Methoxy-phenyl)-1H-pyrazol-3-yl]-4-morpholin-4-yl-butyramide). RXN SMILES: COC1C=C(C2C=C(N)NN=2)C=CC=1.C(N(C(C)C)CC)(C)C.Br[CH2:25][CH2:26][CH2:27][C:28]([NH:30][C:31]1[CH:35]=[C:34]([C:36]2[CH:41]=[CH:40][CH:39]=[C:38]([O:42][CH3:43])[CH:37]=2)[NH:33][N:32]=1)=[O:29].[NH:44]1[CH2:49][CH2:48][O:47][CH2:46][CH2:45]1>CC(N(C)C)=O.C(Cl)Cl>[CH3:43][O:42][C:38]1[CH:37]=[C:36]([C:34]2[NH:33][N:32]=[C:31]([NH:30][C:28](=[O:29])[CH2:27][CH2:26][CH2:25][N:44]3[CH2:49][CH2:48][O:47][CH2:46][CH2:45]3)[CH:35]=2)[CH:41]=[CH:40][CH:39]=1. Reported procedure: A solution of 4-bromobutyryl chloride chloride (0.104 mL, 0.9 mmol) in dry DMA (1 mL) was cooled to −10° C. (ice/water bath) under N2; 5-(3-methoxy-phenyl)-2H-pyrazol-3-ylamine (170 mg, 0.9 mmol) and diisopropylethylamine (0.315 mL, 1.8 mmol) in dry DMA (1 ml) were added. Upon complete conversion to the intermediate 4-bromo-N-[5-(3-methoxy-phenyl)-1H-pyrazol-3-yl]-butyramide (as monitored by LC-MS), morpholine (0.079 mL, 0.9 mmol) was added and the mixture was heated at 60° C. for 16 hours. The ... The reactants are Cl.NC1=NC(=NN1CC(=O)O)C(F)(F)F (2-(5-amino-3-(trifluoromethyl)-1H-1,2,4-triazol-1-yl)acetic acid hydrochloride), C(C1=CC=CC=C1)[C@@H]1C[C@H](NC1)C(=O)NC1=CC=C(C=C1)OC1=CC=C(C=C1)F ((2S,4R)-4-benzyl-N-(4-(4-fluorophenoxy)phenyl)pyrrolidine-2-carboxamide). The product is Compound 11, NC1=NC(=NN1CC(=O)N1[C@@H](C[C@H](C1)CC1=CC=CC=C1)C(=O)NC1=CC=C(C=C1)OC1=CC=C(C=C1)F)C(F)(F)F ((2S,4R)-1-(2-(5-amino-3-(trifluoromethyl)-1H-1,2,4-triazol-1-yl)acetyl)-4-benzyl-N-(4-(4-fluorophenoxy)phenyl)pyrrolidine-2-carboxamide). The yield is 51.0%. RXN SMILES: Cl.[NH2:2][C:3]1[N:7]([CH2:8][C:9]([OH:11])=O)[N:6]=[C:5]([C:12]([F:15])([F:14])[F:13])[N:4]=1.[CH2:16]([C@H:23]1[CH2:27][NH:26][C@H:25]([C:28]([NH:30][C:31]2[CH:36]=[CH:35][C:34]([O:37][C:38]3[CH:43]=[CH:42][C:41]([F:44])=[CH:40][CH:39]=3)=[CH:33][CH:32]=2)=[O:29])[CH2:24]1)[C:17]1[CH:22]=[CH:21][CH:20]=[CH:19][CH:18]=1>>[NH2:2][C:3]1[N:7]([CH2:8][C:9]([N:26]2[CH2:27][C@H:23]([CH2:16][C:17]3[CH:22]=[CH:21][CH:20]=[CH:19][CH:18]=3)[CH2:24][C@H:25]2[C:28]([NH:30][C:31]2[CH:36]=[CH:35][C:34]([O:37][C:38]3[CH:43]=[CH:42][C:41]([F:44])=[CH:40][CH:39]=3)=[CH:33][CH:32]=2)=[O:29])=[O:11])[N:6]=[C:5]([C:12]([F:15])([F:14])[F:13])[N:4]=1 |f:0.1|. Procedure: Proceeding as in Example 1, but substituting 2-(5-amino-3-(trifluoromethyl)-1H-1,2,4-triazol-1-yl)acetic acid hydrochloride and (2S,4R)-4-benzyl-N-(4-(4-fluorophenoxy)phenyl)pyrrolidine-2-carboxamide, gave Compound 11, (2S,4R)-1-(2-(5-amino-3-(trifluoromethyl)-1H-1,2,4-triazol-1-yl)acetyl)-4-benzyl-N-(4-(4-fluorophenoxy)phenyl)pyrrolidine-2-carboxamide (100.1 mg, 51%). Major isomer: 1H-NMR (400 MHz, CDCl3): δ 8.90 (s, 1H), 7.37-7.14 (m, 7H), 7.02-6.81 (m, 6H), 5.43 (s, 2H), 4.82 (d, 1H), 4.73 (d... The reactants are CCOC(=O)Cc1cc(C(=O)c2ccc(C#Cc3ccccc3)c([N+](=O)[O-])c2)sc1Br, CCOC(C)=O, [Cl-], [Na+], O=C([O-])O, O, O. Product: CCOC(=O)Cc1cc(C(=O)c2ccc(C#Cc3ccccc3)c(N)c2)sc1Br. RXN SMILES: [Br:1][c:2]1[s:3][c:4]([C:13]([c:14]2[cH:15][c:16]([N+:28]([O-:29])=[O:30])[c:17]([C:20]#[C:21][c:22]3[cH:23][cH:24][cH:25][cH:26][cH:27]3)[cH:18][cH:19]2)=[O:31])[cH:5][c:6]1[CH2:7][C:8](=[O:9])[O:10][CH2:11][CH3:12].[CH3:40][CH2:41][O:42][C:43]([CH3:44])=[O:45].[Cl-:34].[Na+:39].[O-:35][C:36]([OH:37])=[O:38].[OH2:32].[OH2:33]>>[Br:1][c:2]1[s:3][c:4]([C:13]([c:14]2[cH:15][c:16]([NH2:28])[c:17]([C:20]#[C:21][c:22]3[cH:23][cH:24][cH:25][cH:26][cH:27]3)[cH:18][cH:19]2)=[O:31])[cH:5][c:6]1[CH2:7][C:8](=[O:9])[O:10][CH2:11][CH3:12].